From a dataset of the Open Reaction Database (ORD), a public repository of structured organic reaction records. describe an organic reaction: reactants, conditions, products, and yield The reactants are COc1cccc(NN)c1, O=C(c1ccccc1)c1cccnc1Cl, c1ccncc1. The product is COc1cccc(NN=C(c2ccccc2)c2cccnc2Cl)c1. Reaction SMILES: [CH3:16][O:17][c:18]1[cH:19][c:20]([NH:24][NH2:25])[cH:21][cH:22][cH:23]1.[c:1]1([C:7](=[O:8])[c:9]2[c:10]([Cl:15])[n:11][cH:12][cH:13][cH:14]2)[cH:2][cH:3][cH:4][cH:5][cH:6]1.[cH:26]1[cH:27][cH:28][n:29][cH:30][cH:31]1>>[c:1]1([C:7]([c:9]2[c:10]([Cl:15])[n:11][cH:12][cH:13][cH:14]2)=[N:25][NH:24][c:20]2[cH:19][c:18]([O:17][CH3:16])[cH:23][cH:22][cH:21]2)[cH:2][cH:3][cH:4][cH:5][cH:6]1. Yield: 82.2%. Reported procedure: As in Example 115, (2E,4Z)-5-(4-methoxyphenyl)-5-phenyl-2,4-pentadienoic acid (0.85 g) and 4-nitrophenol (0.5 g) in 5 mL of carbon tetrachloride and 5 mL of dichloromethane was treated with 1,3-dicyclohexylcarbodiimide (0.62 g). The mixture was stirred at room temperature for 18 hours and the usual work up furnished 1.0 g of (2E,4Z)-5-(4-methoxyphenyl)-5-phenyl-2,4-pentadienoic acid 4-nitrophenyl ester as an oil. Yields the product [N+](=O)([O-])C1=CC=C(C=C1)OC(\C=C\C=C(\C1=CC=CC=C1)/C1=CC=C(C=C1)OC)=O ((2E,4Z)-5-(4-methoxyphenyl)-5-phenyl-2,4-pentadienoic acid 4-nitrophenyl ester). Reaction conditions: time 18 hour. The reactants are COC1=CC=C(C=C1)\C(=C/C=C/C(=O)O)\C1=CC=CC=C1 ((2E,4Z)-5-(4-methoxyphenyl)-5-phenyl-2,4-pentadienoic acid), [N+](=O)([O-])C1=CC=C(C=C1)O (4-nitrophenol), C1(CCCCC1)N=C=NC1CCCCC1 (1,3-dicyclohexylcarbodiimide). Reaction SMILES: [CH3:1][O:2][C:3]1[CH:8]=[CH:7][C:6](/[C:9](/[C:16]2[CH:21]=[CH:20][CH:19]=[CH:18][CH:17]=2)=[CH:10]\[CH:11]=[CH:12]\[C:13]([OH:15])=[O:14])=[CH:5][CH:4]=1.[N+:22]([C:25]1[CH:30]=[CH:29][C:28](O)=[CH:27][CH:26]=1)([O-:24])=[O:23].C1(N=C=NC2CCCCC2)CCCCC1>C(Cl)(Cl)(Cl)Cl.ClCCl>[N+:22]([C:25]1[CH:30]=[CH:29][C:28]([O:14][C:13](=[O:15])/[CH:12]=[CH:11]/[CH:10]=[C:9](\[C:6]2[CH:5]=[CH:4][C:3]([O:2][CH3:1])=[CH:8][CH:7]=2)/[C:16]2[CH:17]=[CH:18][CH:19]=[CH:20][CH:21]=2)=[CH:27][CH:26]=1)([O-:24])=[O:23]. Solvent: C(Cl)(Cl)(Cl)Cl (carbon tetrachloride), ClCCl (dichloromethane). Starting materials: OC(COC1=CC=C(C=C1)C(C)(C)C1=CC=C(C=C1)OCC(CN1C(NC2(C1=O)CC(N(C(C2)(C)C)CCO)(C)C)=O)O)CN2C(NC1(C2=O)CC(N(C(C1)(C)C)CCO)(C)C)=O (2,2-Bis{4-[2-hydroxy-3-(8-β-hydroxyethyl-7,7,9,9-tetramethyl-2,4-dioxo-1,3,8-triazaspiro[4.5]dec-3-yl)propoxyl]phenyl}propane), C(C)(=O)OC(C)=O (acetic anhydride), ice water. The product is C(C)(=O)OC(COC1=CC=C(C=C1)C(C)(C)C1=CC=C(C=C1)OCC(CN1C(N(C2(C1=O)CC(N(C(C2)(C)C)CCOC(C)=O)(C)C)C(C)=O)=O)OC(C)=O)CN2C(N(C1(C2=O)CC(N(C(C1)(C)C)CCOC(C)=O)(C)C)C(C)=O)=O (2,2-Bis{4-[2-acetoxy-3-(1-acetyl-8-β-acetoxyethyl-7,7,9,9-tetramethyl-2,4-dioxo-1,3,8 -triazaspiro[4.5]dec-3-yl)propoxy]phenyl}propane). Reaction SMILES: [OH:1][CH:2]([CH2:44][N:45]1[C:49](=[O:50])[C:48]2([CH2:55][C:54]([CH3:57])([CH3:56])[N:53]([CH2:58][CH2:59][OH:60])[C:52]([CH3:62])([CH3:61])[CH2:51]2)[NH:47][C:46]1=[O:63])[CH2:3][O:4][C:5]1[CH:10]=[CH:9][C:8]([C:11]([C:14]2[CH:19]=[CH:18][C:17]([O:20][CH2:21][CH:22]([OH:43])[CH2:23][N:24]3[C:28](=[O:29])[C:27]4([CH2:34][C:33]([CH3:36])([CH3:35])[N:32]([CH2:37][CH2:38][OH:39])[C:31]([CH3:41])([CH3:40])[CH2:30]4)[NH:26][C:25]3=[O:42])=[CH:16][CH:15]=2)([CH3:13])[CH3:12])=[CH:7][CH:6]=1.C(O[C:68](=[O:70])[CH3:69])(=O)C>>[C:17]([O:1][CH:2]([CH2:44][N:45]1[C:49](=[O:50])[C:48]2([CH2:51][C:52]([CH3:62])([CH3:61])[N:53]([CH2:58][CH2:59][O:60][C:2](=[O:1])[CH3:3])[C:54]([CH3:57])([CH3:56])[CH2:55]2)[N:47]([C:68](=[O:70])[CH3:69])[C:46]1=[O:63])[CH2:3][O:4][C:5]1[CH:6]=[CH:7][C:8]([C:11]([C:14]2[CH:19]=[CH:18][C:17]([O:20][CH2:21][CH:22]([O:43][C:5](=[O:4])[CH3:6])[CH2:23][N:24]3[C:28](=[O:29])[C:27]4([CH2:30][C:31]([CH3:40])([CH3:41])[N:32]([CH2:37][CH2:38][O:39][C:38](=[O:39])[CH3:37])[C:33]([CH3:35])([CH3:36])[CH2:34]4)[N:26]([C:28](=[O:29])[CH3:27])[C:25]3=[O:42])=[CH:16][CH:15]=2)([CH3:13])[CH3:12])=[CH:9][CH:10]=1)(=[O:20])[CH3:16]. Procedure details: A mixture of 1 g of 2,2-bis{4-[2-hydroxy-3-(8-β-hydroxyethyl-7,7,9,9-tetramethyl-2,4-dioxo-1,3,8-triazaspiro[4.5]dec-3-yl)propoxy]phenyl}propane (obtained as described in Example 18) and 20 g of acetic anhydride was refluxed for 60 hours. After completion of the reaction, the reaction mixture was poured into ammoniacal ice-water, extracted with benzene and then purified by column chromatography through silica gel eluted with a 2:1 by volume mixture of benzene and ethyl acetate, to give the desir... The reactants are Cc1cc([N+](=O)[O-])ccc1N, O=S(=O)(Cl)CCCCl, c1ccncc1. Product: Cc1cc([N+](=O)[O-])ccc1NS(=O)(=O)CCCCl. RXN SMILES: [CH3:1][c:2]1[c:3]([NH2:4])[cH:5][cH:6][c:7]([N+:9](=[O:10])[O-:11])[cH:8]1.[Cl:12][CH2:13][CH2:14][CH2:15][S:16](=[O:17])(=[O:18])[Cl:19].[cH:20]1[cH:21][cH:22][n:23][cH:24][cH:25]1>>[CH3:1][c:2]1[c:3]([NH:4][S:16]([CH2:15][CH2:14][CH2:13][Cl:12])(=[O:17])=[O:18])[cH:5][cH:6][c:7]([N+:9](=[O:10])[O-:11])[cH:8]1. Starting materials: Fc1oc2ccccc2c1Br, [Li]CCCC, CC[Sn](Br)(CC)CC. Yields the product CC[Sn](CC)(CC)c1c(F)oc2ccccc12. Reaction SMILES: [Br:1][c:2]1[c:3]([F:11])[o:4][c:5]2[c:6]1[cH:7][cH:8][cH:9][cH:10]2.[CH2:12]([Li:13])[CH2:14][CH2:15][CH3:16].[CH2:17]([CH3:18])[Sn:19]([CH2:20][CH3:21])([CH2:22][CH3:23])[Br:24]>>[c:2]1([Sn:19]([CH2:17][CH3:18])([CH2:20][CH3:21])[CH2:22][CH3:23])[c:3]([F:11])[o:4][c:5]2[c:6]1[cH:7][cH:8][cH:9][cH:10]2. Starting materials: CCOC(=O)C(=O)NOC1CCN(S(=O)(=O)c2ccc(OC(F)(F)F)cc2)CC1, CO, [Na+], C1CCOC1, [OH-]. Product: O=C(O)C(=O)NOC1CCN(S(=O)(=O)c2ccc(OC(F)(F)F)cc2)CC1. As a reaction SMILES: [CH2:3]([CH3:4])[O:5][C:6]([C:7](=[O:8])[NH:9][O:10][CH:11]1[CH2:12][CH2:13][N:14]([S:17](=[O:18])(=[O:19])[c:20]2[cH:21][cH:22][c:23]([O:26][C:27]([F:28])([F:29])[F:30])[cH:24][cH:25]2)[CH2:15][CH2:16]1)=[O:31].[CH3:32][OH:33].[Na+:2].[O:34]1[CH2:35][CH2:36][CH2:37][CH2:38]1.[OH-:1]>>[O:5]=[C:6]([C:7](=[O:8])[NH:9][O:10][CH:11]1[CH2:12][CH2:13][N:14]([S:17](=[O:18])(=[O:19])[c:20]2[cH:21][cH:22][c:23]([O:26][C:27]([F:28])([F:29])[F:30])[cH:24][cH:25]2)[CH2:15][CH2:16]1)[OH:31]. Reactants: OC1=CC=C(C=C1)S(=O)(=O)[O-].[Na+] (sodium p-hydroxybenzenesulfonate), [OH-].[Na+] (NaOH), O (H2O), C(C1=CC=CC=C1)Cl (benzyl chloride). Run in C(C)O (ethanol). Reaction conditions: time 5 hour. Product: C(C1=CC=CC=C1)OC1=CC=C(C=C1)S(=O)(=O)[O-].[Na+] (sodium p-benzyloxybenzenesulfonate). Yield: 72.3%. As a reaction SMILES: [OH:1][C:2]1[CH:7]=[CH:6][C:5]([S:8]([O-:11])(=[O:10])=[O:9])=[CH:4][CH:3]=1.[Na+:12].[OH-].[Na+].O.[CH2:16](Cl)[C:17]1[CH:22]=[CH:21][CH:20]=[CH:19][CH:18]=1>C(O)C>[CH2:16]([O:1][C:2]1[CH:7]=[CH:6][C:5]([S:8]([O-:11])(=[O:9])=[O:10])=[CH:4][CH:3]=1)[C:17]1[CH:22]=[CH:21][CH:20]=[CH:19][CH:18]=1.[Na+:12] |f:0.1,2.3,7.8|. Reported procedure: To a suspension of sodium p-hydroxybenzenesulfonate (40 g, 0.17 mole) in a solution of NaOH (9.61 g, 0.24 mole) and H2O (55 ml), a solution of benzyl chloride (27.6 g, 0.22 mole) in ethanol (35 ml) was added dropwise, and continued to stir for 5 hours under reflux. After standing at room temperature overnight, the precipitate was filtered, washed with H2O and dried to afford 35.2 g of sodium p-benzyloxybenzenesulfonate as white crystals. The reactants are Nc1nc(I)nc2c1nc(Br)n2C1OC(CO)C(O)C1O, CCCCN, CO, ClCCl, O. The product is CCCCNc1nc2c(N)nc(I)nc2n1C1OC(CO)C(O)C1O. Reaction SMILES: [Br:1][c:2]1[n:3]([CH:4]2[CH:5]([OH:6])[CH:7]([OH:8])[CH:9]([CH2:10][OH:11])[O:12]2)[c:13]2[n:14][c:15]([I:21])[n:16][c:17]([NH2:20])[c:18]2[n:19]1.[CH2:22]([CH2:23][CH2:24][CH3:25])[NH2:26].[CH3:28][OH:29].[Cl:30][CH2:31][Cl:32].[OH2:27]>>[c:2]1([NH:26][CH2:22][CH2:23][CH2:24][CH3:25])[n:3]([CH:4]2[CH:5]([OH:6])[CH:7]([OH:8])[CH:9]([CH2:10][OH:11])[O:12]2)[c:13]2[n:14][c:15]([I:21])[n:16][c:17]([NH2:20])[c:18]2[n:19]1. Reaction SMILES: C[O:2][C:3](=[O:26])[CH2:4][C@H:5]1[C:9]2[CH:10]=[CH:11][C:12]([O:14][C@H:15]3[C:23]4[C:18](=[C:19]([OH:25])[CH:20]=[CH:21][C:22]=4[F:24])[CH2:17][CH2:16]3)=[CH:13][C:8]=2[O:7][CH2:6]1.F[C:28]1[CH:35]=[CH:34][C:33]([CH3:36])=[CH:32][C:29]=1[C:30]#[N:31]>>[C:30]([C:29]1[CH:32]=[C:33]([CH3:36])[CH:34]=[CH:35][C:28]=1[O:25][C:19]1[CH:20]=[CH:21][C:22]([F:24])=[C:23]2[C:18]=1[CH2:17][CH2:16][C@H:15]2[O:14][C:12]1[CH:11]=[CH:10][C:9]2[C@H:5]([CH2:4][C:3]([OH:2])=[O:26])[CH2:6][O:7][C:8]=2[CH:13]=1)#[N:31]. Product: C(#N)C1=C(OC2=C3CC[C@H](C3=C(C=C2)F)OC2=CC3=C([C@@H](CO3)CC(=O)O)C=C2)C=CC(=C1)C ({(S)-6-[(R)-4-(2-Cyano-4-methyl-phenoxy)-7-fluoro-indan-1-yloxy]-2,3-dihydro-benzofuran-3-yl}-acetic acid), methyl ester. Reactants: Intermediate 12, COC(C[C@@H]1COC2=C1C=CC(=C2)O[C@@H]2CCC1=C(C=CC(=C21)F)O)=O ({(S)-6-[(R)-7-fluoro-4-hydroxy-indan-1-yloxy]-2,3-dihydro-benzofuran-3-yl}-acetic acid methyl ester), FC1=C(C#N)C=C(C=C1)C (2-fluoro-5-methyl-benzonitrile). Procedure: The methyl ester of the title compound is prepared from {(S)-6-[(R)-7-fluoro-4-hydroxy-indan-1-yloxy]-2,3-dihydro-benzofuran-3-yl}-acetic acid methyl ester and 2-fluoro-5-methyl-benzonitrile following a procedure analogous to that described for Intermediate 12. The title compound is obtained after saponification of the methyl ester as described for Example 1. LC (method 2): tR=1.12 min; Mass spectrum (ESI+): m/z=460 [M+H]+.